This data is from the Open Reaction Database (ORD), a public repository of structured organic reaction records. The task is: describe an organic reaction: reactants, conditions, products, and yield The reactants are O (water), [OH-].[Na+] (NaOH), O (water), [H-].[H-].[H-].[H-].[Li+].[Al+3] (LiAlH4), BrC1=C(C=C(C#N)C=C1)C (4-bromo-3-methylbenzonitrile). Solvent: C(C)OCC (diethyl ether). Conditions: temperature 0 celsius. Yields the product BrC1=C(C=C(CN)C=C1)C (4-bromo-3-methylbenzylamine). RXN SMILES: [H-].[H-].[H-].[H-].[Li+].[Al+3].[Br:7][C:8]1[CH:15]=[CH:14][C:11]([C:12]#[N:13])=[CH:10][C:9]=1[CH3:16].O.[OH-].[Na+]>C(OCC)C>[Br:7][C:8]1[CH:15]=[CH:14][C:11]([CH2:12][NH2:13])=[CH:10][C:9]=1[CH3:16] |f:0.1.2.3.4.5,8.9|. Procedure: LiAlH4 (0.68 g) in diethyl ether (30 mL) was treated with 4-bromo-3-methylbenzonitrile (15 mmol) and refluxed for 2 hours. The mixture was cooled to 0° C. and treated in succession with water (0.7 mL), 20% NaOH (0.5 mL), and water (2.5 mL). The mixture was filtered through a celite pad and the filter cake was washed several times with diethyl ether. The filtrate was dried over Na2SO4, filtered, and the filtrate was concentrated under reduced pressure to provide the title compound. MS (ESI+) m/z ...